describe an organic reaction: reactants, conditions, products, and yield From a dataset of the Open Reaction Database (ORD), a public repository of structured organic reaction records. Starting materials: CC(C)(C)OC(=O)N1CCC(C#N)(c2ccc(Cl)cc2)CC1, CO, Cl, C1COCCO1. Yields the product N#CC1(c2ccc(Cl)cc2)CCNCC1. RXN SMILES: [C:1]([O:2][C:3](=[O:4])[N:8]1[CH2:9][CH2:10][C:11]([C:14]#[N:15])([c:16]2[cH:17][cH:18][c:19]([Cl:22])[cH:20][cH:21]2)[CH2:12][CH2:13]1)([CH3:5])([CH3:6])[CH3:7].[CH3:24][OH:25].[ClH:23].[O:26]1[CH2:27][CH2:28][O:29][CH2:30][CH2:31]1>>[NH:8]1[CH2:9][CH2:10][C:11]([C:14]#[N:15])([c:16]2[cH:17][cH:18][c:19]([Cl:22])[cH:20][cH:21]2)[CH2:12][CH2:13]1. Reactants: O (water), [Si](C)(C)(C(C)(C)C)OC1CC[C@@]2([C@H](/C=C/[C@@H]([C@H](OC(C1)=O)\C(=C\C=O)\C)C)O[C@@H](O2)C2=CC=CC=C2)C ((2S,3aS,4E,6S,7S,13aR)-11-{[tert-butyl(dimethyl)silyl]oxy}-7-[(E)-2-formyl-1-methyleth-1-en-1-yl]-6,13a-dimethyl-2-phenyl-3a,6,7,10,11,12,13,13a-octahydro-9H-[1,3]dioxolo[4,5-f]oxacyclododecin-9-one), N1=CC=CC=C1 (pyridine). Reagents/catalysts: [CH3-].C[Al+]C.[CH-]1C=CC=C1.[CH-]1C=CC=C1.[Cl-].[Ti+3] (Tebbe reagent). The solvent is C1CCOC1 (THF), C1(=CC=CC=C1)C (toluene), C1(=CC=CC=C1)C (toluene), C(C)(=O)OCC (ethyl acetate). Run at temperature -40 celsius, time 30 minute. Product: [Si](C)(C)(C(C)(C)C)O[C@@H]1CC[C@@]2([C@H](/C=C/[C@@H]([C@H](OC(C1)=O)\C(=C\C=C)\C)C)O[C@@H](O2)C2=CC=CC=C2)C ((2S,3aS,4E,6S,7S,11R,13aR)-11-{[tert-butyl(dimethyl)silyl]oxy}-6,13a-dimethyl-7-[(1E)-1-methylbuta-1,3-dien-1-yl]-2-phenyl-3a,6,7,10,11,12,13,13a-octahydro-9H-[1,3]dioxolo[4,5-f]oxacyclododecin-9-one). The yield is 76.6%. Reaction SMILES: [Si:1]([O:8][CH:9]1[CH2:20][C:19](=[O:21])[O:18][C@H:17](/[C:22](/[CH3:26])=[CH:23]/[CH:24]=O)[C@@H:16]([CH3:27])[CH:15]=[CH:14][C@@H:13]2[O:28][C@H:29]([C:31]3[CH:36]=[CH:35][CH:34]=[CH:33][CH:32]=3)[O:30][C@:12]2([CH3:37])[CH2:11][CH2:10]1)([C:4]([CH3:7])([CH3:6])[CH3:5])([CH3:3])[CH3:2].N1C=CC=C[CH:39]=1.O>C1COCC1.C1(C)C=CC=CC=1.C(OCC)(=O)C.[CH3-].C[Al+]C.[CH-]1C=CC=C1.[CH-]1C=CC=C1.[Cl-].[Ti+3]>[Si:1]([O:8][C@H:9]1[CH2:20][C:19](=[O:21])[O:18][C@H:17](/[C:22](/[CH3:26])=[CH:23]/[CH:24]=[CH2:39])[C@@H:16]([CH3:27])[CH:15]=[CH:14][C@@H:13]2[O:28][C@H:29]([C:31]3[CH:36]=[CH:35][CH:34]=[CH:33][CH:32]=3)[O:30][C@:12]2([CH3:37])[CH2:11][CH2:10]1)([C:4]([CH3:6])([CH3:5])[CH3:7])([CH3:3])[CH3:2] |f:6.7.8.9.10.11|. Procedure: (2S,3aS,4E,6S,7S,13aR)-11-{[tert-butyl(dimethyl)silyl]oxy}-7-[(E)-2-formyl-1-methyleth-1-en-1-yl]-6,13a-dimethyl-2-phenyl-3a,6,7,10,11,12,13,13a-octahydro-9H-[1,3]dioxolo[4,5-f]oxacyclododecin-9-one (50 mg, 0.09 mmol) was dissolved in a mixed solvent of THF (0.4 ml) and toluene (2.8 ml), and the solution was cooled to −40° C. After addition of pyridine (0.38 ml, 4.73 mmol) and 0.5M toluene solution (1.14 ml, 0.57 mmol) of Tebbe reagent (chlorobis(cyclopentadienyl)-(dimethylaluminum)-methylene ti... Reactants: C(C)N(C\C=C/C1=C(C=CC(=C1)F)S(=O)(=O)CC1=CC=C2[C@@H]3[C@H](COC2=C1C(=O)OC)C3)CC (methyl cis-(1aRS,7bSR)-5-[2-((Z)-3-diethylaminoprop-1-enyl)-4-fluoro-benzenesulfonylmethyl]-1,1a,2,7b-tetrahydrocyclopropa[c]chromene-4-carboxylate), C(C)N(C\C=C/C1=C(C=CC(=C1)F)S(=O)(=O)CC1=CC=C2[C@@H]3[C@H](COC2=C1C(=O)OC)C3)CC (methyl cis-(1aRS,7bSR)-5-[2-((Z)-3-diethylaminoprop-1-enyl)-4-fluoro-benzenesulfonylmethyl]-1,1a,2,7b-tetrahydrocyclopropa[c]chromene-4-carboxylate), [OH-].[Li+] (lithium hydroxide). Run in O1CCOCC1 (dioxane), O (water). Reaction conditions: temperature 80 celsius. Product: C(C)N(C\C=C/C1=C(C=CC(=C1)F)S(=O)(=O)CC1=CC=C2[C@@H]3[C@H](COC2=C1C(=O)O)C3)CC (cis-(1aRS,7bSR)-5-[2-((Z)-3-diethylaminoprop-1-enyl)-4-fluorobenzenesulfonylmethyl]-1,1a,2,7b-tetrahydrocyclopropa[c]chromene-4-carboxylic acid). Isolated yield 17.9%. As a reaction SMILES: [CH2:1]([N:3]([CH2:33][CH3:34])[CH2:4]/[CH:5]=[CH:6]\[C:7]1[CH:12]=[C:11]([F:13])[CH:10]=[CH:9][C:8]=1[S:14]([CH2:17][C:18]1[C:27]([C:28]([O:30]C)=[O:29])=[C:26]2[C:21]([C@H:22]3[CH2:32][C@H:23]3[CH2:24][O:25]2)=[CH:20][CH:19]=1)(=[O:16])=[O:15])[CH3:2].[OH-].[Li+]>O1CCOCC1.O>[CH2:33]([N:3]([CH2:1][CH3:2])[CH2:4]/[CH:5]=[CH:6]\[C:7]1[CH:12]=[C:11]([F:13])[CH:10]=[CH:9][C:8]=1[S:14]([CH2:17][C:18]1[C:27]([C:28]([OH:30])=[O:29])=[C:26]2[C:21]([C@H:22]3[CH2:32][C@H:23]3[CH2:24][O:25]2)=[CH:20][CH:19]=1)(=[O:15])=[O:16])[CH3:34] |f:1.2|. Reported procedure: A mixture of methyl cis-(1aRS,7bSR)-5-[2-((Z)-3-diethylaminoprop-1-enyl)-4-fluoro-benzenesulfonylmethyl]-1,1a,2,7b-tetrahydrocyclopropa[c]chromene-4-carboxylate (Intermediate 1, 0.72 g) and lithium hydroxide (0.622 g) in dioxane (20 mL) and water (5 mL) was stirred and heated at 80° C. for 5 hours. After cooling, the mixture was filtered and the filtrate was concentrated to low volume under vacuum. The aqueous residue was acidified with formic acid to pH 5 and extracted with DCM. The organic lay... Reactants: [H-].[Na+] (sodium hydride), N\C(=C/C(=O)OCC)\C(F)(F)F (ethyl 3-amino-4,4,4-trifluorocrotonate), C(C)ON=CC1=C(C=C(C(=C1)N=C=O)Cl)Cl (2,4-dichloro-5-isocyanatobenzaldehyde (O-ethyl)oxime). The product is C(C)ON=CC1=C(C=C(C(=C1)N1C(NC(=CC1=O)C(F)(F)F)=O)Cl)Cl (2,4-Dichloro-5-(6-trifluoromethyl-2,4(1H,3H)-pyrimidinedion-3-yl)benzaldehyde (O-ethyl)oxime). Reaction SMILES: [H-].[Na+].[NH2:3]/[C:4](/[C:11]([F:14])([F:13])[F:12])=[CH:5]\[C:6]([O:8]CC)=O.[CH2:15]([O:17][N:18]=[CH:19][C:20]1[CH:25]=[C:24]([N:26]=[C:27]=[O:28])[C:23]([Cl:29])=[CH:22][C:21]=1[Cl:30])[CH3:16]>>[CH2:15]([O:17][N:18]=[CH:19][C:20]1[CH:25]=[C:24]([N:26]2[C:6](=[O:8])[CH:5]=[C:4]([C:11]([F:12])([F:13])[F:14])[NH:3][C:27]2=[O:28])[C:23]([Cl:29])=[CH:22][C:21]=1[Cl:30])[CH3:16] |f:0.1|. Reported procedure: 9.2 g (0.31 mol) of sodium hydride, 51.3 g (0.28 mol) of ethyl 3-amino-4,4,4-trifluorocrotonate and 72.6 g (0.28 mol) of 2,4-dichloro-5-isocyanatobenzaldehyde (O-ethyl)oxime were reacted in the manner described for precursor 3.2. Yield: 72.0 g; m.p.: 205-209° C. Reactants: N1=C(C=CC=C1)CC#N (2-pyridylacetonitrile), ClCCN(C(=O)OC(C)(C)C)CCCl (2-chloro-N-(2-chloroethyl)-N-tert-Butoxycarbonyl-ethanamine). Yields the product C(C)(C)(C)OC(=O)N1CCC(CC1)(C1=NC=CC=C1)C#N (1-tert-butoxycarbonyl-4-cyano-4-(pyridin-2-yl)-piperidine). As a reaction SMILES: [N:1]1[CH:6]=[CH:5][CH:4]=[CH:3][C:2]=1[CH2:7][C:8]#[N:9].Cl[CH2:11][CH2:12][N:13]([CH2:21][CH2:22]Cl)[C:14]([O:16][C:17]([CH3:20])([CH3:19])[CH3:18])=[O:15]>>[C:17]([O:16][C:14]([N:13]1[CH2:21][CH2:22][C:7]([C:8]#[N:9])([C:2]2[CH:3]=[CH:4][CH:5]=[CH:6][N:1]=2)[CH2:11][CH2:12]1)=[O:15])([CH3:20])([CH3:19])[CH3:18]. Procedure: Prepare by the method of example 30.2 using 2-pyridylacetonitrile (10 mmol) and 2-chloro-N-(2-chloroethyl)-N-tert-Butoxycarbonyl-ethanamine (11 mmol).